From a dataset of the Open Reaction Database (ORD), a public repository of structured organic reaction records. describe an organic reaction: reactants, conditions, products, and yield Starting materials: O=C[C@H](O)[C@H](O)[C@H](O)CO (D-ribose), cupric chloride, CC(=O)C (acetone), C(O)([O-])=O.[Na+] (sodium hydrogencarbonate). Run at temperature 58 celsius, time 5 hour. The product is CC1(O[C@@H]2[C@H](OC([C@@H]2O1)O)CO)C (2,3-O-isopropylidene-D-ribofuranose). Isolated yield 51.0%. As a reaction SMILES: [O:1]=[CH:2][C@@H:3]([C@@H:5]([C@@H:7]([CH2:9][OH:10])[OH:8])[OH:6])[OH:4].C(=O)([O-])O.[Na+].[CH3:16][C:17]([CH3:19])=O>>[CH3:16][C:17]1([CH3:19])[O:4][C@@H:3]2[C@@H:5]([C@@H:7]([CH2:9][OH:10])[O:8][CH:2]2[OH:1])[O:6]1 |f:1.2|. Procedure: To 500 ml of acetone were added 20.0 g of D-ribose and 250 mg of anhydrous cupric chloride, and the mixture was stirred for 5 hours under reflux in a warm-water bath at 58° C. The refluxing solvent was continuously dried with 30 g of molecular sieves 3A which was placed between the reaction vessel and the cooling tube. After the conclusion of the reaction, a small amount of aqueous sodium hydrogencarbonate is added to the reaction mixture, and the acetone was distilled off under reduced pressure... Reactants: NCC1=NC=CC=C1 (2-(aminomethyl)pyridine), C(C)(C)(C)OC(=O)NCC1=CC=C(C(=O)O)C=C1 (4-(tert-butoxycarbonylamino-methyl)-benzoic acid). Yields the product NCC1=CC=C(C(=O)NCC2=NC=CC=C2)C=C1 (4-Aminomethyl-N-(pyridin-2-yl-methyl)-benzamide). Yield: 106.0%. RXN SMILES: [NH2:1][CH2:2][C:3]1[CH:8]=[CH:7][CH:6]=[CH:5][N:4]=1.C(OC([NH:16][CH2:17][C:18]1[CH:26]=[CH:25][C:21]([C:22](O)=[O:23])=[CH:20][CH:19]=1)=O)(C)(C)C>>[NH2:16][CH2:17][C:18]1[CH:26]=[CH:25][C:21]([C:22]([NH:1][CH2:2][C:3]2[CH:8]=[CH:7][CH:6]=[CH:5][N:4]=2)=[O:23])=[CH:20][CH:19]=1. Reported procedure: Use the General Procedure 6-2, using 2-(aminomethyl)pyridine (181 mg, 0.172 mL, 1.67 mmol) and 4-(tert-butoxycarbonylamino-methyl)-benzoic acid (420 mg, 1.67 mmol) to give the title compound as a solid (427 mg, 100%). MS (ES+) m/z: 242 (M+H)+. Starting materials: O=C([O-])[O-], CN(C)C=O, Clc1ccc2nnc(Cl)n2n1, [K+], [K+], OCC1CCO1. The product is Clc1nnc2ccc(OCC3CCO3)nn12. As a reaction SMILES: [C:18](=[O:19])([O-:20])[O-:21].[CH3:24][N:25]([CH3:26])[CH:27]=[O:28].[Cl:1][c:2]1[n:3][n:4][c:5]2[n:6]1[n:7][c:8]([Cl:11])[cH:9][cH:10]2.[K+:22].[K+:23].[OH:12][CH2:13][CH:14]1[O:15][CH2:16][CH2:17]1>>[Cl:1][c:2]1[n:3][n:4][c:5]2[n:6]1[n:7][c:8]([O:12][CH2:13][CH:14]1[O:15][CH2:16][CH2:17]1)[cH:9][cH:10]2. The reactants are FC(C(C=CC=1C=C(C=CC1)C1=CC=C(C=C1)SC)=O)(C(F)(F)F)F (4,4,5,5,5-pentafluoro-1-(4′-methylsulfanyl-biphenyl-3-yl)-pent-1-en-3-one), Cl.ClC=1C=C(C=CC1)NN (3-chlorophenylhydrazine hydrochloride). Product: ClC=1C=C(C=CC1)N1N=C(CC1C=1C=C(C=CC1)C1=CC=C(C=C1)SC)C(C(F)(F)F)(F)F (1-(3-chloro-phenyl)-5-(4′-methylsulfanyl-biphenyl-3-yl)-3-pentafluoroethyl-4,5-dihydro-1H-pyrazole). RXN SMILES: [F:1][C:2]([F:25])([C:21]([F:24])([F:23])[F:22])[C:3](=O)[CH:4]=[CH:5][C:6]1[CH:7]=[C:8]([C:12]2[CH:17]=[CH:16][C:15]([S:18][CH3:19])=[CH:14][CH:13]=2)[CH:9]=[CH:10][CH:11]=1.Cl.[Cl:27][C:28]1[CH:29]=[C:30]([NH:34][NH2:35])[CH:31]=[CH:32][CH:33]=1>>[Cl:27][C:28]1[CH:29]=[C:30]([N:34]2[CH:5]([C:6]3[CH:7]=[C:8]([C:12]4[CH:17]=[CH:16][C:15]([S:18][CH3:19])=[CH:14][CH:13]=4)[CH:9]=[CH:10][CH:11]=3)[CH2:4][C:3]([C:2]([F:25])([F:1])[C:21]([F:24])([F:23])[F:22])=[N:35]2)[CH:31]=[CH:32][CH:33]=1 |f:1.2|. Procedure: The titled compound was prepared in accordance with the same procedures as in Example 23, except for using 4,4,5,5,5-pentafluoro-1-(4′-methylsulfanyl-biphenyl-3-yl)-pent-1-en-3-one prepared in Step 3 of Preparation 4; and using 3-chlorophenylhydrazine hydrochloride instead of 4-chlorophenylhydrazine hydrochloride.